Dataset: the Open Reaction Database (ORD), a public repository of structured organic reaction records. Task: describe an organic reaction: reactants, conditions, products, and yield The reactants are C(CCC)P(CCCC)CCCC (Tri-n-butylphosphine), COC1=C(C=CC=C1)S(=O)(=O)OC=1C=C(C=C(C1)C)O (3-(2-methoxyphenylsulfonyloxy)-5-methylphenol), N(=NC(=O)N1CCCCC1)C(=O)N1CCCCC1 (1,1'-(azodicarbonyl)dipiperidine), C(CCC)P(CCCC)CCCC (tri-n-butylphosphine), C(CCC)P(CCCC)CCCC (tri-n-butylphosphine), C(CCO)O (1,3-propanediol), N(=NC(=O)N1CCCCC1)C(=O)N1CCCCC1 (1,1'-(azodicarbonyl)dipiperidine). The solvent is C(C)OCC (Diethyl ether), ClCCl (Dichloromethane), O1CCCC1 (tetrahydrofuran). Conditions: temperature 0 celsius. Product: COC1=C(C=CC=C1)S(=O)(=O)OC=1C=C(OCCCO)C=C(C1)C (3-[3-(2-Methoxyphenylsulfonyloxy)-5-methylphenoxy]propanol). Isolated yield 64.0%. As a reaction SMILES: C(P(CCCC)CCCC)CCC.[CH3:14][O:15][C:16]1[CH:21]=[CH:20][CH:19]=[CH:18][C:17]=1[S:22]([O:25][C:26]1[CH:27]=[C:28]([OH:33])[CH:29]=[C:30]([CH3:32])[CH:31]=1)(=[O:24])=[O:23].[CH2:34](O)[CH2:35][CH2:36][OH:37].N(C(N1CCCCC1)=O)=NC(N1CCCCC1)=O>O1CCCC1.C(OCC)C.ClCCl>[CH3:14][O:15][C:16]1[CH:21]=[CH:20][CH:19]=[CH:18][C:17]=1[S:22]([O:25][C:26]1[CH:27]=[C:28]([CH:29]=[C:30]([CH3:32])[CH:31]=1)[O:33][CH2:34][CH2:35][CH2:36][OH:37])(=[O:23])=[O:24]. Reported procedure: Tri-n-butylphosphine (8.4 mL, 34 mmol) was added dropwise over 5 min to 3-(2-methoxyphenylsulfonyloxy)-5-methylphenol (4.97 g, 16.9 mmol, as prepared in the preceding step), 1,3-propanediol (12 mL, 170 mmol) and 1,1'-(azodicarbonyl)dipiperidine (8.54 g, 33.8 mmol) in anhydrous tetrahydrofuran (75 mL) at 0° C. under a nitrogen atmosphere. Dichloromethane (75 mL) was added mid-way through the tri-n-butylphosphine addition to aid stirring. The slurry was stirred at ambient temperature for 1 h, then... Reactants: O=C1CCC1, CC(C)(C)OC(=O)N1CCN(c2ccc(N)cc2)CC1, C[Si](C)(C)C#N, ClCCl, [Na+], [Na+], O=S(=O)([O-])[O-]. Product: CC(C)(C)OC(=O)N1CCN(c2ccc(NC3(C#N)CCC3)cc2)CC1. As a reaction SMILES: [C:27]1(=[O:31])[CH2:28][CH2:29][CH2:30]1.[C:7]([CH3:8])([CH3:9])([CH3:10])[O:11][C:12](=[O:13])[N:14]1[CH2:15][CH2:16][N:17]([c:20]2[cH:21][cH:22][c:23]([NH2:26])[cH:24][cH:25]2)[CH2:18][CH2:19]1.[CH3:1][Si:2]([CH3:3])([CH3:4])[C:5]#[N:6].[Cl:39][CH2:40][Cl:41].[Na+:32].[Na+:33].[O-:34][S:35](=[O:36])(=[O:37])[O-:38]>>[C:5](#[N:6])[C:27]1([NH:26][c:23]2[cH:22][cH:21][c:20]([N:17]3[CH2:16][CH2:15][N:14]([C:12]([O:11][C:7]([CH3:8])([CH3:9])[CH3:10])=[O:13])[CH2:19][CH2:18]3)[cH:25][cH:24]2)[CH2:28][CH2:29][CH2:30]1. Starting materials: C(C)OC(C(CCCCCC)Br)=O (2-Bromo octanoic acid ethyl ester), P(OCC)(OCC)OCC (triethyl phosphite). Yields the product C(C)OC(C(CCCCCC)P(=O)(OCC)OCC)=O (2-(diethylphosphono)octanoic acid ethyl ester). Yield: 80.6%. Reaction SMILES: [CH2:1]([O:3][C:4](=[O:13])[CH:5](Br)[CH2:6][CH2:7][CH2:8][CH2:9][CH2:10][CH3:11])[CH3:2].[P:14]([O:21]CC)([O:18][CH2:19][CH3:20])[O:15][CH2:16][CH3:17]>>[CH2:1]([O:3][C:4](=[O:13])[CH:5]([P:14]([O:18][CH2:19][CH3:20])([O:15][CH2:16][CH3:17])=[O:21])[CH2:6][CH2:7][CH2:8][CH2:9][CH2:10][CH3:11])[CH3:2]. Procedure: 2-Bromo octanoic acid ethyl ester (50 g, 0.2M) was heated at 150° with triethyl phosphite (75 g, 0.44M) and the distillate, Bpt 37°-60° condensed as the temperature was raised to 200° over 6 h. The reaction mixture was cooled and distilled under high vacuum (1.00 mm Hg) to afford 2 main fractions (a) Triethyl phosphite b.p. 40°-70° and (b) 2-(diethylphosphono)octanoic acid ethyl ester (49.5 g, 0.16M); b.p. 120°-130° at 0.5 mm Hg. (Found: C, 52.9; H, 9.4. C14H29O5P+0.5H2O requires: C, 53.0; H, 9.... Reactants: C1(=CC=CC2=CC=CC=C12)[C@@H](C)NC(=O)C1CNCCO1 (N-((R)-1-(naphthalen-1-yl)ethyl)morpholine-2-carboxamide), bis(tri-tert butyl phosphine) Pd(0), trisdibenzylidene acetone dipalladium(0), FC1=CC(=CC=C1)I (1-fluoro-3-iodobenzene), C(=O)([O-])[O-].[Cs+].[Cs+] (Cs2CO3). Run in C(C)(=O)OCC (ethyl acetate), C1(=CC=CC=C1)C (toluene). Run at temperature 110 celsius. Product: FC=1C=C(C=CC1)N1CC(OCC1)C(=O)N[C@H](C)C1=CC=CC2=CC=CC=C12 (4-(3-Fluorophenyl)-N-((R)-1-(naphthalen-1-yl)ethyl)morpholine-2-carboxamide). As a reaction SMILES: [C:1]1([C@H:11]([NH:13][C:14]([CH:16]2[O:21][CH2:20][CH2:19][NH:18][CH2:17]2)=[O:15])[CH3:12])[C:10]2[C:5](=[CH:6][CH:7]=[CH:8][CH:9]=2)[CH:4]=[CH:3][CH:2]=1.[F:22][C:23]1[CH:28]=[CH:27][CH:26]=[C:25](I)[CH:24]=1.C([O-])([O-])=O.[Cs+].[Cs+]>C1(C)C=CC=CC=1.C(OCC)(=O)C>[F:22][C:23]1[CH:24]=[C:25]([N:18]2[CH2:19][CH2:20][O:21][CH:16]([C:14]([NH:13][C@@H:11]([C:1]3[C:10]4[C:5](=[CH:6][CH:7]=[CH:8][CH:9]=4)[CH:4]=[CH:3][CH:2]=3)[CH3:12])=[O:15])[CH2:17]2)[CH:26]=[CH:27][CH:28]=1 |f:2.3.4|. Procedure details: A mixture solution of N-((R)-1-(naphthalen-1-yl)ethyl)morpholine-2-carboxamide (Intermediate-2) (300 mg, 1.056 mmol) in toluene (10 mL), bis(tri-tert butyl phosphine) Pd(0) (0.10, 54 mg), trisdibenzylidene acetone dipalladium(0) (48 mg, 0.0528 mmol), 1-fluoro-3-iodobenzene (0.15 ml, 1.26 mmol) and Cs2CO3 (516 mg, 1.58 mmol) were added. The reaction mass was heated to 110° C. and further maintained for 15 h under nitrogen atmosphere. The mixture was diluted with ethyl acetate, filtered through ce... Starting materials: CCCCCC1CCC(c2ncc(OC)cn2)CC1, CC(=O)O, [K+], [OH-], OCCO. Yields the product CCCCCC1CCC(c2ncc(O)cn2)CC1. RXN SMILES: [CH2:7]([CH2:8][CH2:9][CH2:10][CH3:11])[CH:12]1[CH2:13][CH2:14][CH:15]([c:18]2[n:19][cH:20][c:21]([O:24][CH3:25])[cH:22][n:23]2)[CH2:16][CH2:17]1.[CH3:26][C:27](=[O:28])[OH:29].[K+:2].[OH-:1].[OH:3][CH2:4][CH2:5][OH:6]>>[CH2:7]([CH2:8][CH2:9][CH2:10][CH3:11])[CH:12]1[CH2:13][CH2:14][CH:15]([c:18]2[n:19][cH:20][c:21]([OH:24])[cH:22][n:23]2)[CH2:16][CH2:17]1.